This data is from the Open Reaction Database (ORD), a public repository of structured organic reaction records. The task is: describe an organic reaction: reactants, conditions, products, and yield The reactants are C1CCOC1, COC(=O)C=Cc1ccc(Cl)s1, CO, [Li+], [OH-], O, O. Yields the product O=C(O)C=Cc1ccc(Cl)s1. RXN SMILES: [CH2:16]1[O:17][CH2:18][CH2:19][CH2:20]1.[CH3:1][O:2][C:3]([CH:4]=[CH:5][c:6]1[s:7][c:8]([Cl:11])[cH:9][cH:10]1)=[O:12].[CH3:21][OH:22].[Li+:15].[OH-:14].[OH2:13].[OH2:23]>>[O:2]=[C:3]([CH:4]=[CH:5][c:6]1[s:7][c:8]([Cl:11])[cH:9][cH:10]1)[OH:12]. Reactants: C1(CC1)CO[C@@H]1COC[C@H]1NC=1C(N(C=CN1)CC(=O)OCC)=O (3-(trans-3-Cyclopropylmethoxytetrahydrofuran-4-ylamino)-1-ethoxycarbonylmethylpyrazinone), ClN1C(CCC1=O)=O (N-chlorosuccinimide), ClN1C(CCC1=O)=O (N-chlorosuccinimide). The solvent is C(Cl)(Cl)Cl (CHCl3), C(Cl)(Cl)Cl (CHCl3). Conditions: time 6 hour. Product: C1(CC1)CO[C@@H]1COC[C@H]1NC=1C(N(C(=CN1)Cl)CC(=O)OCC)=O (3-(trans-3-Cyclopropylmethoxytetrahydrofuran-4-ylamino)-6-chloro-1-ethoxycarbonylmethylpyrazinone). As a reaction SMILES: [CH:1]1([CH2:4][O:5][C@H:6]2[C@H:10]([NH:11][C:12]3[C:13](=[O:24])[N:14]([CH2:18][C:19]([O:21][CH2:22][CH3:23])=[O:20])[CH:15]=[CH:16][N:17]=3)[CH2:9][O:8][CH2:7]2)[CH2:3][CH2:2]1.[Cl:25]N1C(=O)CCC1=O>C(Cl)(Cl)Cl>[CH:1]1([CH2:4][O:5][C@H:6]2[C@H:10]([NH:11][C:12]3[C:13](=[O:24])[N:14]([CH2:18][C:19]([O:21][CH2:22][CH3:23])=[O:20])[C:15]([Cl:25])=[CH:16][N:17]=3)[CH2:9][O:8][CH2:7]2)[CH2:3][CH2:2]1. Reported procedure: A stirred solution of 3-(trans-3-cyclopropylmethoxytetrahydrofuran-4-ylamino)-1-ethoxycarbonylmethylpyrazinone from step 5 above (1.4 g, 4.15 mmol) and N-chlorosuccinimide (0.61 g, 4.57 mmol) in CHCl3 was heated to reflux for 6 h. More N-chlorosuccinimide (0.11 g, 0.83 mmol) was added and refluxing was continued for an additional 6 h. The reaction was diluted with CHCl3 and washed with aqueous NaHCO3. The organic phase was separated, dried over Mg SO4, filtered, and concentrated in vacuo. The re... Starting materials: CC1(C)C2CCC1(CS(=O)(=O)O)C(=O)C2, CCN1CCN(CC)c2cc(N)ccc2C1, CC(C)O, CN(C)S(=O)(=O)c1ccccc1Nc1nc(Cl)ncc1Cl. The product is CCN1CCN(CC)c2cc(Nc3ncc(Cl)c(Nc4ccccc4S(=O)(=O)N(C)C)n3)ccc2C1. RXN SMILES: [C:38]12([CH2:39][S:40]([OH:41])(=[O:42])=[O:43])[C:44]([CH3:45])([CH3:46])[CH:47]([CH2:48][CH2:49]1)[CH2:50][C:51]2=[O:52].[CH2:1]([CH3:2])[N:3]1[CH2:4][CH2:5][N:6]([CH2:15][CH3:16])[CH2:7][c:8]2[c:9]1[cH:10][c:11]([NH2:14])[cH:12][cH:13]2.[CH:53]([OH:54])([CH3:55])[CH3:56].[Cl:17][c:18]1[n:19][cH:20][c:21]([Cl:37])[c:22]([NH:24][c:25]2[c:26]([S:31](=[O:32])(=[O:33])[N:34]([CH3:35])[CH3:36])[cH:27][cH:28][cH:29][cH:30]2)[n:23]1>>[CH2:1]([CH3:2])[N:3]1[CH2:4][CH2:5][N:6]([CH2:15][CH3:16])[CH2:7][c:8]2[c:9]1[cH:10][c:11]([NH:14][c:18]1[n:19][cH:20][c:21]([Cl:37])[c:22]([NH:24][c:25]3[c:26]([S:31](=[O:32])(=[O:33])[N:34]([CH3:35])[CH3:36])[cH:27][cH:28][cH:29][cH:30]3)[n:23]1)[cH:12][cH:13]2.